This data is from the Open Reaction Database (ORD), a public repository of structured organic reaction records. The task is: describe an organic reaction: reactants, conditions, products, and yield Reactants: Cc1ccccc1, CC[Zn]CC, COCOc1ccc(C=C(C)C)nc1, ICI. The product is COCOc1ccc(C2CC2(C)C)nc1. RXN SMILES: [CH3:23][c:24]1[cH:25][cH:26][cH:27][cH:28][cH:29]1.[CH3:4][CH2:5][Zn:6][CH2:7][CH3:8].[CH3:9][O:10][CH2:11][O:12][c:13]1[cH:14][cH:15][c:16]([CH:19]=[C:20]([CH3:21])[CH3:22])[n:17][cH:18]1.[I:1][CH2:2][I:3]>>[CH3:4][C:20]1([CH3:21])[CH:19]([c:16]2[cH:15][cH:14][c:13]([O:12][CH2:11][O:10][CH3:9])[cH:18][n:17]2)[CH2:22]1.